From a dataset of the Open Reaction Database (ORD), a public repository of structured organic reaction records. describe an organic reaction: reactants, conditions, products, and yield Starting materials: ice water, OC=1C=CC2=C(N(C(N(S2(=O)=O)C2=CC=C(C=C2)C(F)(F)F)=O)C)C1 (6-hydroxy-4-methyl-2-(4-trifluoromethylphenyl)-2H-1,2,4-benzothiadiazine-3(4H)-one 1,1-dioxide), C([O-])([O-])=O.[K+].[K+] (potassium carbonate), IC(C)C (2-iodopropane). Solvent: CN(C=O)C (N,N-dimethyl formamide). Conditions: temperature 60 celsius, time 2 hour. Yields the product FC(C1=CC=C(C=C1)N1S(C2=C(N(C1=O)C)C=C(C=C2)OC(C)C)(=O)=O)(F)F (2-(4-trifluoromethylphenyl)-4-methyl-6-isopropoxy-2H-1,2,4-benzothiadiazine-3(4H)-one 1,1-dioxide). The yield is 56.5%. RXN SMILES: [OH:1][C:2]1[CH:3]=[CH:4][C:5]2[S:10](=[O:12])(=[O:11])[N:9]([C:13]3[CH:18]=[CH:17][C:16]([C:19]([F:22])([F:21])[F:20])=[CH:15][CH:14]=3)[C:8](=[O:23])[N:7]([CH3:24])[C:6]=2[CH:25]=1.C(=O)([O-])[O-].[K+].[K+].I[CH:33]([CH3:35])[CH3:34]>CN(C)C=O>[F:22][C:19]([F:20])([F:21])[C:16]1[CH:15]=[CH:14][C:13]([N:9]2[C:8](=[O:23])[N:7]([CH3:24])[C:6]3[CH:25]=[C:2]([O:1][CH:33]([CH3:35])[CH3:34])[CH:3]=[CH:4][C:5]=3[S:10]2(=[O:12])=[O:11])=[CH:18][CH:17]=1 |f:1.2.3|. Procedure: A suspension of 6-hydroxy-4-methyl-2-(4-trifluoromethylphenyl)-2H-1,2,4-benzothiadiazine-3(4H)-one 1,1-dioxide (124 mg), potassium carbonate (55 mg) and 2-iodopropane (68 mg) in N,N-dimethyl formamide (1 ml) was stirred for 2 hours at 60° C. The mixture was poured into ice water. The separated solid was collected by filtration, dried, and recrystallized from ethanol to yield 2-(4-trifluoromethylphenyl)-4-methyl-6-isopropoxy-2H-1,2,4-benzothiadiazine-3(4H)-one 1,1-dioxide (78 mg). Starting materials: CC(C)=O, COC1(C=CCO)CCOCC1. Yields the product COC1(C=CC(=O)O)CCOCC1. As a reaction SMILES: [CH3:13][C:14]([CH3:15])=[O:16].[OH:1][CH2:2][CH:3]=[CH:4][C:5]1([O:11][CH3:12])[CH2:6][CH2:7][O:8][CH2:9][CH2:10]1>>[O:1]=[C:2]([CH:3]=[CH:4][C:5]1([O:11][CH3:12])[CH2:6][CH2:7][O:8][CH2:9][CH2:10]1)[OH:16]. Reactants: O=C(C(CC#C)C)N1C2=C(NC(C3=C1C=CC=C3)=O)C=CC=N2 (5,11-dihydro-11-[1-oxo-2-methyl-4-pentynyl]-6H-pyrido[2,3-b][1,4]benzodiazepin-6-one), C(\C=C/C(=O)O)(=O)O (maleic acid), C=O (paraformaldehyde), CN1CCNCC1 (N-methylpiperazine). Reagents/catalysts: [Cu]Cl (copper(I) chloride). Run in O (water), O1CCOCC1 (dioxan). Run at time 1 hour. The product is O=C(C(CC#CCN1CCN(CC1)C)C)N1C2=C(NC(C3=C1C=CC=C3)=O)C=CC=N2 (5,11-Dihydro-11-[1-oxo-2-methyl-6-(4-methyl-1-piperazinyl)-4-hexynyl]-6H-pyrido[2,3-b][1,4]benzodiazepin-6-one). Reaction SMILES: [O:1]=[C:2]([N:8]1[C:14]2[CH:15]=[CH:16][CH:17]=[CH:18][C:13]=2[C:12](=[O:19])[NH:11][C:10]2[CH:20]=[CH:21][CH:22]=[N:23][C:9]1=2)[CH:3]([CH3:7])[CH2:4][C:5]#[CH:6].C=O.[CH3:26][N:27]1[CH2:32][CH2:31][NH:30][CH2:29][CH2:28]1.[C:33](O)(=O)/C=C\C(O)=O>O.[Cu]Cl.O1CCOCC1>[O:1]=[C:2]([N:8]1[C:14]2[CH:15]=[CH:16][CH:17]=[CH:18][C:13]=2[C:12](=[O:19])[NH:11][C:10]2[CH:20]=[CH:21][CH:22]=[N:23][C:9]1=2)[CH:3]([CH3:7])[CH2:4][C:5]#[C:6][CH2:26][N:27]1[CH2:32][CH2:31][N:30]([CH3:33])[CH2:29][CH2:28]1. Procedure: A reaction mixture consisting of 36.6 g (0.12 mol) of 5,11-dihydro-11-[1-oxo-2-methyl-4-pentynyl]-6H-pyrido[2,3-b][1,4]benzodiazepin-6-one, 4 g (0.13 mol) of paraformaldehyde, 13.2 g (0.13 mol) of N-methylpiperazine, 0.2 g of copper(I) chloride and 600 ml of dioxan is refluxed for 2 hours. After the reaction has ended the mixture is filtered over activated charcoal to remove the insoluble components and the filtrate is evaporated to dryness in vacuo. In order to purify it, the crude product is s... Starting materials: N=C=N (carbodiimide), NC1=CC=C(C(=O)O)C=C1 (4-aminobenzoic acid), C(O)CN (ethanolamine), Cl.CN(CCCN=C=NCC)C (1-(3-dimethylaminopropyl)-3-ethyl carbodiimide hydrochloride). Solvent: CN(C=O)C (dimethylformamide). Run at time 1 hour. The product is NC1=CC=C(C(=O)NCCO)C=C1 (4-Amino-N-(2-hydroxyethyl)benzamide). As a reaction SMILES: [NH2:1][C:2]1[CH:10]=[CH:9][C:5]([C:6]([OH:8])=O)=[CH:4][CH:3]=1.[CH2:11]([CH2:13][NH2:14])[OH:12].Cl.CN(C)CCCN=C=NCC.N=C=N>CN(C)C=O>[NH2:1][C:2]1[CH:3]=[CH:4][C:5]([C:6]([NH:14][CH2:13][CH2:11][OH:12])=[O:8])=[CH:9][CH:10]=1 |f:2.3|. Procedure details: A solution of 4-aminobenzoic acid (2.7 g, 20 mmol), ethanolamine (1.4 g, 23 mmol), and 1-(3-dimethylaminopropyl)-3-ethyl carbodiimide hydrochloride (4.1 g, 21 mmol) in dimethylformamide (60 ml) was stirred overnight at room temperature. More carbodiimide (0.3 g, 2 mmol) was added and after stirring for one hour the reaction mixture was concentrated in vacuo onto silica gel (15 g). Purification by chromatography on silica gel (125 g) eluting with methanol:methylene chloride (3:97 to 1:19) and rec...